From a dataset of the Open Reaction Database (ORD), a public repository of structured organic reaction records. describe an organic reaction: reactants, conditions, products, and yield As a reaction SMILES: [F:1][c:2]1[c:3]([N:12]2[CH2:13][CH2:14][S:15][CH2:16][CH2:17]2)[c:4]([F:11])[cH:5][c:6]([N+:8]([O-:9])=[O:10])[cH:7]1.[O:18]1[CH2:19][CH2:20][CH2:21][CH2:22]1.[OH2:23]>>[F:1][c:2]1[c:3]([N:12]2[CH2:13][CH2:14][S:15][CH2:16][CH2:17]2)[c:4]([F:11])[cH:5][c:6]([NH2:8])[cH:7]1. Yields the product Nc1cc(F)c(N2CCSCC2)c(F)c1. Reactants: O=[N+]([O-])c1cc(F)c(N2CCSCC2)c(F)c1, C1CCOC1, O. Reactants: ClC1=NC=CC(=C1)C1=NN=C(S1)N (5-(2-Chloropyridin-4-yl)-1,3,4-thiadiazol-2-amine), CN (methylamine). Solvent: O (water). Reaction conditions: temperature 130 celsius. Yields the product NC1=NN=C(S1)C1=CC(=NC=C1)NC (4-(5-Amino-1,3,4-thiadiazol-2-yl)-N-methylpyridin-2-amine). Yield: 47.0%. Reaction SMILES: Cl[C:2]1[CH:7]=[C:6]([C:8]2[S:12][C:11]([NH2:13])=[N:10][N:9]=2)[CH:5]=[CH:4][N:3]=1.[CH3:14][NH2:15]>O>[NH2:13][C:11]1[S:12][C:8]([C:6]2[CH:5]=[CH:4][N:3]=[C:2]([NH:15][CH3:14])[CH:7]=2)=[N:9][N:10]=1. Procedure details: To 5-(2-chloropyridin-4-yl)-1,3,4-thiadiazol-2-amine 8.1.C (1.03 g, 4843 μmol) in a pressure tube was added 16 mL of methylamine 40% in water. The reaction was heated at 130° C. for 3 hours. The pressure tube was cooled down and precipitates were generated. The precipitates were filtered and rinsed with water and dried to afford 476 mg of product 8.1.D (47%). The reactants are ClCCl, Cc1ccccc1, COc1ccc(CNc2cc3c(Nc4ccc(F)c(Cl)c4)c(C#N)cnc3cn2)cc1, O=C(O)C(F)(F)F. The product is N#Cc1cnc2cnc(N)cc2c1Nc1ccc(F)c(Cl)c1. RXN SMILES: [CH2:39]([Cl:40])[Cl:41].[CH3:42][c:43]1[cH:44][cH:45][cH:46][cH:47][cH:48]1.[Cl:1][c:2]1[cH:3][c:4]([NH:9][c:10]2[c:11]([C:30]#[N:31])[cH:12][n:13][c:14]3[cH:15][n:16][c:17]([NH:20][CH2:21][c:22]4[cH:23][cH:24][c:25]([O:26][CH3:27])[cH:28][cH:29]4)[cH:18][c:19]23)[cH:5][cH:6][c:7]1[F:8].[OH:32][C:33]([C:34]([F:35])([F:36])[F:37])=[O:38]>>[Cl:1][c:2]1[cH:3][c:4]([NH:9][c:10]2[c:11]([C:30]#[N:31])[cH:12][n:13][c:14]3[cH:15][n:16][c:17]([NH2:20])[cH:18][c:19]23)[cH:5][cH:6][c:7]1[F:8]. Starting materials: Cl.Cl.N1=C(C=CC=C1)CSC(N)=N (2-(pyrid-2-ylmethyl)isothiourea dihydrochloride), Cl.Cl.CC1=CC(=NC=C1)CSC(N)=N (2-(4-Methylpyrid-2-ylmethyl)isothiourea dihydrochloride). Product: Cl.ClCC1=NC=CC(=C1)C (2-chloromethyl-4-methylpyridine hydrochloride), NC(=S)N (thiourea), Cl.Cl.CC1=CC(=NC=C1)CSC(N)=N (2-(4-methylpyrid-2-ylmethyl)isothiourea dihydrochloride). RXN SMILES: [ClH:1].Cl.[CH3:3][C:4]1[CH:9]=[CH:8][N:7]=[C:6]([CH2:10][S:11][C:12](=[NH:14])[NH2:13])[CH:5]=1.Cl.Cl.N1C=CC=CC=1CSC(=N)N>>[ClH:1].[Cl:1][CH2:10][C:6]1[CH:5]=[C:4]([CH3:3])[CH:9]=[CH:8][N:7]=1.[NH2:13][C:12]([NH2:14])=[S:11].[ClH:1].[ClH:1].[CH3:3][C:4]1[CH:9]=[CH:8][N:7]=[C:6]([CH2:10][S:11][C:12](=[NH:13])[NH2:14])[CH:5]=1 |f:0.1.2,3.4.5,6.7,9.10.11|. Procedure: 2-(4-Methylpyrid-2-ylmethyl)isothiourea dihydrochloride can be prepared in accordance with the method described in Example 1 for the preparation of 2-(pyrid-2-ylmethyl)isothiourea dihydrochloride. Using 2-chloromethyl-4-methylpyridine hydrochloride (376 g) and thiourea (185 g) as the starting materials, 2-(4-methylpyrid-2-ylmethyl)isothiourea dihydrochloride (411 g), melting at 220° C., is obtained.